This data is from the Open Reaction Database (ORD), a public repository of structured organic reaction records. The task is: describe an organic reaction: reactants, conditions, products, and yield Reactants: COC(=O)C(Cc1ccc(-c2c(C)cc(C(F)(F)F)n(C)c2=O)cc1)NC(=O)OC(C)(C)C, Cl, C1COCCO1. Yields the product COC(=O)C(N)Cc1ccc(-c2c(C)cc(C(F)(F)F)n(C)c2=O)cc1, Cl. Reaction SMILES: [CH3:1][O:2][C:3]([CH:4]([NH:5][C:6]([O:7][C:8]([CH3:9])([CH3:10])[CH3:11])=[O:12])[CH2:13][c:14]1[cH:15][cH:16][c:17](-[c:20]2[c:21](=[O:32])[n:22]([CH3:31])[c:23]([C:27]([F:28])([F:29])[F:30])[cH:24][c:25]2[CH3:26])[cH:18][cH:19]1)=[O:33].[ClH:34].[O:35]1[CH2:36][CH2:37][O:38][CH2:39][CH2:40]1>>[CH3:1][O:2][C:3]([CH:4]([NH2:5])[CH2:13][c:14]1[cH:15][cH:16][c:17](-[c:20]2[c:21](=[O:32])[n:22]([CH3:31])[c:23]([C:27]([F:28])([F:29])[F:30])[cH:24][c:25]2[CH3:26])[cH:18][cH:19]1)=[O:33].[ClH:34]. Starting materials: CN(C=CC(=O)C=1C=C(C=CC1)N(C(OCC)=O)CC=C)C (N-[3-[3-(dimethylamino)-1-oxo-2-propenyl]phenyl]-N-2-propenylcarbamic acid, ethyl ester), NC1=NNC=C1C(=O)C=1OC=CC1 (3-amino-4-furoylpyrazole). Solvent: C(C)(=O)O (acetic acid). Product: O1C(=CC=C1)C(=O)C=1C=NN2C1N=CC=C2C=2C=C(C=CC2)N(C(OCC)=O)CC=C ([3-[3-(2-Furanylcarbonyl)pyrazolo[1,5-a]pyrimidin-7-yl]phenyl]-N-2-propenylcarbamic acid, ethyl ester). As a reaction SMILES: C[N:2]([CH3:22])[CH:3]=[CH:4][C:5]([C:7]1[CH:8]=[C:9]([N:13]([CH2:19][CH:20]=[CH2:21])[C:14](=[O:18])[O:15][CH2:16][CH3:17])[CH:10]=[CH:11][CH:12]=1)=O.NC1[C:28]([C:29]([C:31]2[O:32][CH:33]=[CH:34][CH:35]=2)=[O:30])=[CH:27][NH:26][N:25]=1>C(O)(=O)C>[O:32]1[CH:33]=[CH:34][CH:35]=[C:31]1[C:29]([C:28]1[CH:27]=[N:26][N:25]2[C:5]([C:7]3[CH:8]=[C:9]([N:13]([CH2:19][CH:20]=[CH2:21])[C:14](=[O:18])[O:15][CH2:16][CH3:17])[CH:10]=[CH:11][CH:12]=3)=[CH:4][CH:3]=[N:2][C:22]=12)=[O:30]. Procedure: A mixture of 0.01 mole of N-[3-[3-(dimethylamino)-1-oxo-2-propenyl]phenyl]-N-2-propenylcarbamic acid, ethyl ester and 0.01 mole of 3-amino-4-furoylpyrazole in 50 ml of glacial acetic acid is refluxed for 12 hours and the solvent removed in vacuo. The residue is partitioned between aqueous sodium bicarbonate and dichloromethane. The organic layer is separated, dried over anhydrous sodium sulfate and passed through a 2-3 cm thick layer of hydrous magnesium silicate. The filter cake is washed with ... The reactants are C(C)OC(CC1(C(CCC1)=O)C(=O)OCC)=O (ethyl 1-(2-ethoxy-2-oxoethyl)-2-oxocyclopentanecarboxylate). The solvent is CC(=O)O (HOAc), Cl (HCl). The product is O=C1C(CCC1)CC(=O)O (2-(2-Oxocyclopentyl)acetic Acid). Isolated yield 75.1%. RXN SMILES: C([O:3][C:4](=[O:17])[CH2:5][C:6]1(C(OCC)=O)[CH2:10][CH2:9][CH2:8][C:7]1=[O:11])C>CC(O)=O.Cl>[O:11]=[C:7]1[CH2:8][CH2:9][CH2:10][CH:6]1[CH2:5][C:4]([OH:17])=[O:3]. Reported procedure: A solution of ethyl 1-(2-ethoxy-2-oxoethyl)-2-oxocyclopentanecarboxylate (50.0 g, 206 mmol) in HOAc (500 mL) and 6 M HCl (250 mL) was heated at 100° C. for 6 h. The solvent was removed under reduced pressure and the residue was partitioned between EtOAc (500 mL) and H2O (200 mL). Aqueous layer was separated and extracted with EtOAc (2×250 mL). The combined organic layers were washed with H2O (300 mL), brine (300 mL), dried over Na2SO4, decanted and concentrated to yield the title compound as a w... Reactants: Cl.NCCC1=CC=C(C#N)C=C1 (4-(2-amino-ethyl)-benzonitrile hydrochloride), C(=O)(O)[O-].[Na+] (NaHCO3). Product: NCCC1=CC=C(C#N)C=C1 (4-(2-amino-ethyl)-benzonitrile). Isolated yield 85.0%. Reaction SMILES: Cl.[NH2:2][CH2:3][CH2:4][C:5]1[CH:12]=[CH:11][C:8]([C:9]#[N:10])=[CH:7][CH:6]=1.C([O-])(O)=O.[Na+]>>[NH2:2][CH2:3][CH2:4][C:5]1[CH:12]=[CH:11][C:8]([C:9]#[N:10])=[CH:7][CH:6]=1 |f:0.1,2.3|. Reported procedure: Dissolve 4-(2-amino-ethyl)-benzonitrile hydrochloride (300 mg, 1.65 mmol) into saturated aqueous NaHCO3 and extract twice with EtOAc. Dry the combined organic extracts over Na2SO4 and concentrate in vacuo to obtain 4-(2-amino-ethyl)-benzonitrile (205 mg, 85%). Dissolve 4-(2-amino-ethyl)-benzonitrile (200 mg, 1.37 mmol) in DCM (2 mL), add triethylamine (54 μL, 0.38 mmol) and cool the mixture at 0° C. Add 2,2-dimethyl-propionyl chloride (169 μL, 1.37 mmol) dropwise and allow to stir the mixture at... RXN SMILES: [NH:1](C(OCC1C2C(=CC=CC=2)C2C1=CC=CC=2)=O)[C@@H:2]([C:13]([NH:15][C@H:16]([C:23]([NH:25][C@H:26]([C:39]([O:41][C:42]([CH3:45])([CH3:44])[CH3:43])=[O:40])[CH2:27][C:28]1[CH:33]=[CH:32][C:31]([O:34][C:35]([CH3:38])([CH3:37])[CH3:36])=[CH:30][CH:29]=1)=[O:24])[CH2:17][O:18][C:19]([CH3:22])([CH3:21])[CH3:20])=[O:14])[CH2:3][C:4]1[C:12]2[C:7](=[CH:8][CH:9]=[CH:10][CH:11]=2)[NH:6][CH:5]=1.C(NCC)C>CN(C)C=O>[NH2:1][C@@H:2]([C:13]([NH:15][C@H:16]([C:23]([NH:25][C@H:26]([C:39]([O:41][C:42]([CH3:45])([CH3:44])[CH3:43])=[O:40])[CH2:27][C:28]1[CH:33]=[CH:32][C:31]([O:34][C:35]([CH3:37])([CH3:36])[CH3:38])=[CH:30][CH:29]=1)=[O:24])[CH2:17][O:18][C:19]([CH3:20])([CH3:22])[CH3:21])=[O:14])[CH2:3][C:4]1[C:12]2[C:7](=[CH:8][CH:9]=[CH:10][CH:11]=2)[NH:6][CH:5]=1. The reactants are N([C@H](CC1=CNC2=CC=CC=C12)C(=O)N[C@@H](COC(C)(C)C)C(=O)N[C@@H](CC1=CC=C(C=C1)OC(C)(C)C)C(=O)OC(C)(C)C)C(=O)OCC1C2=CC=CC=C2C2=CC=CC=C12 (Fmoc-D-Trp-Ser(tBu)-Tyr(tBu)-OtBu), C(C)NCC (diethylamine). Yields the product N[C@H](CC1=CNC2=CC=CC=C12)C(=O)N[C@@H](COC(C)(C)C)C(=O)N[C@@H](CC1=CC=C(C=C1)OC(C)(C)C)C(=O)OC(C)(C)C (H-D-Trp-Ser(tBu)-Tyr(tBu)-OtBu). Reported procedure: 93.0 g (about 102 mmol) of Fmoc-D-Trp-Ser(tBu)-Tyr(tBu)-OtBu are dissolved in 500 ml of dimethylformamide. 114.5 ml of diethylamine are added to this while stirring, reaction is allowed to take place at room temperature for 10 minutes, and the mixture is concentrated under high vacuum. The residue is triturated 3 times with petroleum ether and twice with diethyl ether. The diethyl ether is removed by distillation and then partition between ethyl acetate and water is carried out. The ethyl acetat... The solvent is CN(C=O)C (dimethylformamide). The reactants are CC1(C(NC2=CC=C(C=C12)C)=O)C (3,3,5-trimethyl-1,3-dihydro-2H-indol-2-one), ClCCOC1OCCCC1 (2-(2-chloroethoxy)tetrahydro-2H-pyran). The product is OCCN1C(C(C2=CC(=CC=C12)C)(C)C)=O (1-(2-Hydroxy-1-ethyl)-3,3,5-trimethyl-1,3-dihydro-2H-indol-2-one). RXN SMILES: [CH3:1][C:2]1([CH3:13])[C:10]2[C:5](=[CH:6][CH:7]=[C:8]([CH3:11])[CH:9]=2)[NH:4][C:3]1=[O:12].Cl[CH2:15][CH2:16][O:17]C1CCCCO1>>[OH:17][CH2:16][CH2:15][N:4]1[C:5]2[C:10](=[CH:9][C:8]([CH3:11])=[CH:7][CH:6]=2)[C:2]([CH3:13])([CH3:1])[C:3]1=[O:12]. Reported procedure: Prepared from 3,3,5-trimethyl-1,3-dihydro-2H-indol-2-one (prepared by the method of Endler and Becker; Organic Syntheses Coll. vol. 4 page 657) and 2-(2-chloroethoxy)tetrahydro-2H-pyran as described above.